This data is from the Open Reaction Database (ORD), a public repository of structured organic reaction records. The task is: describe an organic reaction: reactants, conditions, products, and yield Reactants: FC1=NC=CC(=C1)C(C(C1=CC(=CC=C1)C(F)(F)F)=O)=O (1-(2-fluoropyridin-4-yl)1,2-dioxo-2-(3-trifluoromethylphenyl)ethane), C(CN)N (ethylene diamine), C(#N)C1=C(C(=O)C(=C(C1=O)Cl)Cl)C#N (DDQ), C(#N)C1=C(C(=O)C(=C(C1=O)Cl)Cl)C#N (DDQ). Solvent: CCO (EtOH). Reaction conditions: temperature 50 celsius, time 3 hour. The product is FC1=NC=CC(=C1)C1=NC=CN=C1C1=CC(=CC=C1)C(F)(F)F (2-(2-fluoropyridin-4-yl)-3-(3-trifluoromethylphenyl)pyrazine). Isolated yield 79.0%. As a reaction SMILES: [F:1][C:2]1[CH:7]=[C:6]([C:8](=O)[C:9](=O)[C:10]2[CH:15]=[CH:14][CH:13]=[C:12]([C:16]([F:19])([F:18])[F:17])[CH:11]=2)[CH:5]=[CH:4][N:3]=1.[CH2:22]([NH2:25])[CH2:23][NH2:24].C(C1C(=O)C(Cl)=C(Cl)C(=O)C=1C#N)#N>CCO>[F:1][C:2]1[CH:7]=[C:6]([C:8]2[C:9]([C:10]3[CH:15]=[CH:14][CH:13]=[C:12]([C:16]([F:19])([F:18])[F:17])[CH:11]=3)=[N:25][CH:22]=[CH:23][N:24]=2)[CH:5]=[CH:4][N:3]=1. Procedure: Under Ar, a solution of 42 (3.35 g, 11.3 mmol) in EtOH (150 mL) was treated with ethylene diamine (0.9 g, 15 mmol) and heated at 50° C. After 3 h, the reaction was concentrated to dryness and the residue was partitioned between H2O and EtOAc (3×). The combined organic extracts were dried, filtered and concentrated to dryness. The residue was dissolved in toluene (230 mL) and reacted with DDQ (4.0 g, 17.6 mmol). After 18 h at room temperature, the reaction was heated at 60° C. for 2 h then treate... Starting materials: O=C(O)c1ccc(Cl)nn1, CC1(C)OC(N)=NC(C)(c2cc(N)ccc2F)C1(F)F. Yields the product CC1(C)OC(N)=NC(C)(c2cc(NC(=O)c3ccc(Cl)nn3)ccc2F)C1(F)F. Reaction SMILES: [Cl:21][c:22]1[cH:23][cH:24][c:25]([C:28](=[O:29])[OH:30])[n:26][n:27]1.[NH2:1][c:2]1[cH:3][cH:4][c:5]([F:20])[c:6]([C:8]2([CH3:19])[N:9]=[C:10]([NH2:18])[O:11][C:12]([CH3:16])([CH3:17])[C:13]2([F:14])[F:15])[cH:7]1>>[NH:1]([c:2]1[cH:3][cH:4][c:5]([F:20])[c:6]([C:8]2([CH3:19])[N:9]=[C:10]([NH2:18])[O:11][C:12]([CH3:16])([CH3:17])[C:13]2([F:14])[F:15])[cH:7]1)[C:28]([c:25]1[cH:24][cH:23][c:22]([Cl:21])[n:27][n:26]1)=[O:29]. Starting materials: C(C)(=O)NC1=C(C(=O)C=2SC=CC2)C=CC=C1 (2-(2-acetylaminobenzoyl)thiophene), CC[O-].[Na+] (sodium ethylate), CC[O-].[Na+] (sodium ethylate). Solvent: O (water), C(C)O (ethanol). Product: S1C(=CC=C1)C1=CC(NC2=CC=CC=C12)=O (4-(2-thienyl)-2-quinolinone). RXN SMILES: [C:1]([NH:4][C:5]1[CH:17]=[CH:16][CH:15]=[CH:14][C:6]=1[C:7]([C:9]1[S:10][CH:11]=[CH:12][CH:13]=1)=O)(=[O:3])[CH3:2].CC[O-].[Na+]>C(O)C.O>[S:10]1[CH:11]=[CH:12][CH:13]=[C:9]1[C:7]1[C:6]2[C:5](=[CH:17][CH:16]=[CH:15][CH:14]=2)[NH:4][C:1](=[O:3])[CH:2]=1 |f:1.2|. Procedure: To a solution of 2-(2-acetylaminobenzoyl)thiophene (4.8 g) in ethanol (60 cc) is added sodium ethylate (3.2 g). The reaction mixture is refluxed for 9 hours, treated again with sodium ethylate (0.5 g) and then allowed to reflux for 10 hours. The mixture is poured in iced water (200 cc). The precipitate formed is filtered, washed with distilled water until neutrality and then with acetone (3×50 cc) and dried at 40° C. under reduced pressure. The residue thus obtained is recrystallized in ethanol ... Starting materials: [BH4-].[Na+] (sodium borohydride), FC1=C(C(=NN1C)C(F)(F)F)C=O (5-fluoro-1-methyl-3-trifluoromethyl-1H-pyrazole-4-carboaldehyde), O (water), C(C)(=O)OCC (ethyl acetate). The solvent is CO (methanol), CO (methanol). Run at temperature 0 celsius, time 30 minute. Yields the product FC1=C(C(=NN1C)C(F)(F)F)CO ((5-fluoro-1-methyl-3-trifluoromethyl-1H-pyrazol-4-yl)-methanol). Isolated yield 95.2%. As a reaction SMILES: [F:1][C:2]1[N:6]([CH3:7])[N:5]=[C:4]([C:8]([F:11])([F:10])[F:9])[C:3]=1[CH:12]=[O:13].[BH4-].[Na+].O.C(OCC)(=O)C>CO>[F:1][C:2]1[N:6]([CH3:7])[N:5]=[C:4]([C:8]([F:10])([F:9])[F:11])[C:3]=1[CH2:12][OH:13] |f:1.2|. Procedure details: A solution of 36.8 g (187.6 mmoles) of 5-fluoro-1-methyl-3-trifluoromethyl-1H-pyrazole-4-carboaldehyde dissolved in 200 ml of methanol was added, with ice-cooling, into a solution of 3.9 g (102.6 mmoles) of sodium borohydride dissolved in 500 ml of methanol. The mixture was stirred at 0° C. for 30 minutes to give rise to a reaction. After confirmation of the completion of the reaction, the reaction mixture was poured into water and extraction with ethyl acetate was conducted. The resulting organ...